This data is from the Open Reaction Database (ORD), a public repository of structured organic reaction records. The task is: describe an organic reaction: reactants, conditions, products, and yield Reactants: [N+](=O)([O-])C1=CC=CC2=C1N1C(CO2)(C1)C1=NC=CC=C1 (7-nitro-1a-pyridin-2-yl-1a,2-dihydro-1H-azireno[2,1-c][1,4]benzoxazine), [H][H] (hydrogen). Reagents/catalysts: [Pd] (palladium). Run in CO (methanol), O1CCCC1 (tetrahydrofuran). Run at time 6 hour. Yields the product CC1(COC=2C(N1)=C(C=CC2)N)C2=NC=CC=C2 (3-methyl-3-pyridin-2-yl-3,4-dihydro-2H-1,4-benzoxazin-5-amine). Yield: 31.1%. RXN SMILES: [N+:1]([C:4]1[C:9]2[N:10]3[CH2:14][C:11]3([C:15]3[CH:20]=[CH:19][CH:18]=[CH:17][N:16]=3)[CH2:12][O:13][C:8]=2[CH:7]=[CH:6][CH:5]=1)([O-])=O.[H][H]>CO.O1CCCC1.[Pd]>[CH3:14][C:11]1([C:15]2[CH:20]=[CH:19][CH:18]=[CH:17][N:16]=2)[NH:10][C:9]2=[C:4]([NH2:1])[CH:5]=[CH:6][CH:7]=[C:8]2[O:13][CH2:12]1. Reported procedure: A mixture of 7-nitro-1a-pyridin-2-yl-1a,2-dihydro-1H-azireno[2,1-c][1,4]benzoxazine (100 mg, 0.4 mmol) in methanol (6 mL) and tetrahydrofuran (2 mL) was degassed with nitrogen in a Parr bottle followed by addition of palladium (10% on carbon) (30 mg, 0.28 mmol). The reaction was charged with hydrogen to 40 psi and shaken for 6 hrs. The reaction was filtered and concentrated to give crude 3-methyl-3-pyridin-2-yl-3,4-dihydro-2H-1,4-benzoxazin-5-amine (0.030 g. 30%). LCMS calculated for C14H16N3O (... Reactants: CONCCC1=CC=CC=C1 (Methoxyphenethyl amine), ClCl (chlorine), C(C)(=O)O (acetic acid), Cl (HCl). Run in O (water). The product is ClC=1C=C(CCN)C=CC1OC (3-Chloro-4-methoxyphenethyl amine). The yield is 26.4%. Reaction SMILES: CO[NH:3][CH2:4][CH2:5][C:6]1[CH:11]=[CH:10][CH:9]=[CH:8][CH:7]=1.[ClH:12].ClCl.[C:15]([OH:18])(=O)C>O>[Cl:12][C:10]1[CH:11]=[C:6]([CH:7]=[CH:8][C:9]=1[O:18][CH3:15])[CH2:5][CH2:4][NH2:3]. Procedure details: Methoxyphenethyl amine (39.4 g, 0.261 mol) was dissolved in water (300 mL) and concentrated HCl(22mL). To this solution was added chlorine gas (20.3 g, 0.287 mol) in glacial acetic acid (300 mL) over a 15 minute period while maintaining the temperature below 35° C. After standing for ten minutes, the volatiles were removed in vacuo and the dark solid residue was dissolved in absolute ethanol (100 mL) and allowed to crystallize at -10° C. The collected precipitate was dissolved in a mixture of sa... The reactants are C(C#C)N1CCS(CC1)=O (N-propargyl S-oxo-4-thiapiperidine), FC=1C=C(N)C=CC1OC1=C2C(=NC=C1)C=C(S2)I (3-fluoro-4-(2-iodothieno[3,2-b]pyridin-7-yloxy)aniline). Run at temperature 50 celsius. Product: NC1=CC(=C(OC2=C3C(=NC=C2)C=C(S3)C#CCN3CCS(CC3)=O)C=C1)F (1-(3-(7-(4-amino-2-fluorophenoxy)thieno[3,2-b]pyridin-2-yl)prop-2-ynyl)-S-oxo-4-thiapiperidine). The yield is 83.3%. Reaction SMILES: [CH2:1]([N:4]1[CH2:9][CH2:8][S:7](=[O:10])[CH2:6][CH2:5]1)[C:2]#[CH:3].[F:11][C:12]1[CH:13]=[C:14]([CH:16]=[CH:17][C:18]=1[O:19][C:20]1[CH:25]=[CH:24][N:23]=[C:22]2[CH:26]=[C:27](I)[S:28][C:21]=12)[NH2:15]>>[NH2:15][C:14]1[CH:16]=[CH:17][C:18]([O:19][C:20]2[CH:25]=[CH:24][N:23]=[C:22]3[CH:26]=[C:27]([C:3]#[C:2][CH2:1][N:4]4[CH2:9][CH2:8][S:7](=[O:10])[CH2:6][CH2:5]4)[S:28][C:21]=23)=[C:12]([F:11])[CH:13]=1. Procedure details: Prepared from N-propargyl S-oxo-4-thiapiperidine (30.5 mg, 0.194 mmol) and 3-fluoro-4-(2-iodothieno[3,2-b]pyridin-7-yloxy)benzenamine (Example 6, Step A; 50 mg, 0.13 mmol) according to the procedure described for Example 6, Step B, except the reaction was heated at 50° C. for 7 hours. The crude was purified by preparative TLC [5% MeOH (containing 7N NH3) in CH2Cl2]. The product was obtained as a waxy solid (45 mg, 74%). 1H NMR (400 MHz, CDCl3) δ 8.48 (d, J=6 Hz, 1H), 7.61 (s, 1H), 7.03 (m, 1H), ...